This data is from the Open Reaction Database (ORD), a public repository of structured organic reaction records. The task is: describe an organic reaction: reactants, conditions, products, and yield Procedure details: A solution of o-chlorobenzaldehyde (4.3 g.) and ethyl 2-(3-hydroxy-4-aminophenyl)propionate (6 g.) in toluene (100 ml.) was heated, using a Dean and Stark apparatus to collect the water formed. After 30 minutes the solution was evaporated to dryness. The residue was dissolved in acetic acid (100 ml.), lead tetracetate (15 g.) was added and the solution was heated on a steam bath for 1 hour. The solution was poured into ice/water and extracted with ether to give the oil, ethyl 2-(2-o-chlorophenyl... Starting materials: ClC1=C(C=O)C=CC=C1 (o-chlorobenzaldehyde), OC=1C=C(C=CC1N)C(C(=O)OCC)C (ethyl 2-(3-hydroxy-4-aminophenyl)propionate). Reaction SMILES: [Cl:1][C:2]1[CH:9]=[CH:8][CH:7]=[CH:6][C:3]=1[CH:4]=[O:5].O[C:11]1[CH:12]=[C:13]([CH:18]([CH3:24])[C:19]([O:21][CH2:22][CH3:23])=[O:20])[CH:14]=[CH:15][C:16]=1[NH2:17]>C1(C)C=CC=CC=1>[Cl:1][C:2]1[CH:9]=[CH:8][CH:7]=[CH:6][C:3]=1[C:4]1[O:5][C:11]2[CH:12]=[C:13]([CH:18]([CH3:24])[C:19]([O:21][CH2:22][CH3:23])=[O:20])[CH:14]=[CH:15][C:16]=2[N:17]=1. Product: ClC1=C(C=CC=C1)C=1OC2=C(N1)C=CC(=C2)C(C(=O)OCC)C (ethyl 2-(2-o-chlorophenyl-6-benzoxazolyl)propionate). The solvent is C1(=CC=CC=C1)C (toluene). Reactants: COC(=O)C(SC)c1ccc(C(OC)(OC)c2ccccc2)s1, CI, CS(C)=O, [Cl-], [H-], [NH4+], [Na+]. Product: COC(=O)C(C)(SC)c1ccc(C(OC)(OC)c2ccccc2)s1. As a reaction SMILES: [CH3:1][S:2][CH:3]([C:4](=[O:5])[O:6][CH3:7])[c:8]1[s:9][c:10]([C:13]([c:14]2[cH:15][cH:16][cH:17][cH:18][cH:19]2)([O:20][CH3:21])[O:22][CH3:23])[cH:11][cH:12]1.[CH3:26][I:27].[CH3:30][S:31](=[O:32])[CH3:33].[Cl-:28].[H-:24].[NH4+:29].[Na+:25]>>[CH3:1][S:2][C:3]([C:4](=[O:5])[O:6][CH3:7])([c:8]1[s:9][c:10]([C:13]([c:14]2[cH:15][cH:16][cH:17][cH:18][cH:19]2)([O:20][CH3:21])[O:22][CH3:23])[cH:11][cH:12]1)[CH3:26]. The reactants are Cc1ccc2cc3c(cc2n1)CC1(C3)C(=O)Nc2ncccc21, C1COCCO1, O, O=[Se]=O. The product is O=Cc1ccc2cc3c(cc2n1)CC1(C3)C(=O)Nc2ncccc21. RXN SMILES: [CH3:1][c:2]1[n:3][c:4]2[cH:5][c:6]3[c:7]([cH:8][c:9]2[cH:10][cH:11]1)[CH2:12][C:13]1([CH2:14]3)[C:15](=[O:23])[NH:16][c:17]2[n:18][cH:19][cH:20][cH:21][c:22]21.[O:27]1[CH2:28][CH2:29][O:30][CH2:31][CH2:32]1.[OH2:33].[Se:24](=[O:25])=[O:26]>>[CH:1]([c:2]1[n:3][c:4]2[cH:5][c:6]3[c:7]([cH:8][c:9]2[cH:10][cH:11]1)[CH2:12][C:13]1([CH2:14]3)[C:15](=[O:23])[NH:16][c:17]2[n:18][cH:19][cH:20][cH:21][c:22]21)=[O:25]. The reactants are [K+], [K+], O=[Mn](=O)(=O)[O-], CC1(C)OC2C(CO)OC(n3cnc4c(N)nc(I)nc43)C2O1, [OH-], O, OO. Product: CC1(C)OC2C(C(=O)O)OC(n3cnc4c(N)nc(I)nc43)C2O1. Reaction SMILES: [K+:25].[K+:31].[Mn:26](=[O:27])([O-:28])(=[O:29])=[O:30].[NH2:1][c:2]1[c:3]2[n:4][cH:5][n:6]([CH:12]3[O:13][CH:14]([CH2:22][OH:23])[CH:15]4[O:16][C:17]([CH3:20])([CH3:21])[O:18][CH:19]34)[c:7]2[n:8][c:9]([I:11])[n:10]1.[OH-:24].[OH2:34].[OH:32][OH:33]>>[NH2:1][c:2]1[c:3]2[n:4][cH:5][n:6]([CH:12]3[O:13][CH:14]([C:22](=[O:23])[OH:27])[CH:15]4[O:16][C:17]([CH3:20])([CH3:21])[O:18][CH:19]34)[c:7]2[n:8][c:9]([I:11])[n:10]1. Reactants: C(C)OC(=O)C=1NC2=CC=CC=C2C1 (1H-Indole-2-carboxylic acid ethyl ester), [OH-].[K+] (potassium hydroxide), Cl (hydrochloric acid), [H-].[Na+] (Sodium hydride), [N+](=O)([O-])C1=CC=C(C=C1)CCBr (2-(4-nitrophenyl)ethyl bromide), Cl (hydrochloric acid). Solvent: CO.O (methanol water), CN(C=O)C (dimethylformamide), C(C)(=O)OCC (ethyl acetate). Run at temperature 60 celsius. Product: [N+](=O)([O-])C1=CC=C(C=C1)CCN1C(=CC2=CC=CC=C12)C(=O)O (1(2-(4-nitrophenyl)-ethyl)-1H-indole-2-carboxylic acid). As a reaction SMILES: C([O:3][C:4]([C:6]1[NH:7][C:8]2[C:13]([CH:14]=1)=[CH:12][CH:11]=[CH:10][CH:9]=2)=[O:5])C.[H-].[Na+].[N+:17]([C:20]1[CH:25]=[CH:24][C:23]([CH2:26][CH2:27]Br)=[CH:22][CH:21]=1)([O-:19])=[O:18].Cl.[OH-].[K+]>CN(C)C=O.CO.O.C(OCC)(=O)C>[N+:17]([C:20]1[CH:25]=[CH:24][C:23]([CH2:26][CH2:27][N:7]2[C:8]3[C:13](=[CH:12][CH:11]=[CH:10][CH:9]=3)[CH:14]=[C:6]2[C:4]([OH:3])=[O:5])=[CH:22][CH:21]=1)([O-:19])=[O:18] |f:1.2,5.6,8.9|. Reported procedure: 1H-Indole-2-carboxylic acid ethyl ester(1.027 g, 5.4 mmol) was dissoved in 15 ml of dry dimethylformamide and stirred under nitrogen in an ice-bath. Sodium hydride (60% in paraffin oil; 274 mg, 6.85 mmol) was added and the solution stirred at room temperature for 1.5 hours. To the reaction mixture 2-(4-nitrophenyl)ethyl bromide (1.29 g, 5.6 mmol) was added and the solution was stirred overnight. The reaction mixture was heated for 4 hours at 60° C. After completion of the reaction (thin layer ch... The reactants are COCCOC, COc1ccccc1B(O)O, Nc1nc(Cl)cc(Cl)n1, [Na+], O=C([O-])O, O, Cl[Pd]Cl, c1ccc(P(c2ccccc2)c2ccccc2)cc1, c1ccc(P(c2ccccc2)c2ccccc2)cc1. Yields the product COc1ccccc1-c1cc(Cl)nc(N)n1. Reaction SMILES: [CH2:21]([CH2:22][O:23][CH3:24])[O:25][CH3:26].[CH3:10][O:11][c:12]1[c:13]([B:18]([OH:19])[OH:20])[cH:14][cH:15][cH:16][cH:17]1.[Cl:1][c:2]1[n:3][c:4]([NH2:9])[n:5][c:6]([Cl:8])[cH:7]1.[Na+:31].[O-:27][C:28]([OH:29])=[O:30].[OH2:73].[Pd:32]([Cl:33])[Cl:34].[c:35]1([P:36]([c:37]2[cH:38][cH:39][cH:40][cH:41][cH:42]2)[c:43]2[cH:44][cH:45][cH:46][cH:47][cH:48]2)[cH:49][cH:50][cH:51][cH:52][cH:53]1.[c:54]1([P:55]([c:56]2[cH:57][cH:58][cH:59][cH:60][cH:61]2)[c:62]2[cH:63][cH:64][cH:65][cH:66][cH:67]2)[cH:68][cH:69][cH:70][cH:71][cH:72]1>>[Cl:1][c:2]1[n:3][c:4]([NH2:9])[n:5][c:6](-[c:13]2[c:12]([O:11][CH3:10])[cH:17][cH:16][cH:15][cH:14]2)[cH:7]1. The reactants are S1C(NC(C1)=O)=O (2,4-thiazolidinedione), C(C)(=O)[O-].[Na+] (sodium acetate), CS(=O)(=O)OC1=CC(=C(C=C1)CCOC1=CC=C(C=C1)C=O)OS(=O)(=O)C (4-[2-(4-formylphenoxy)ethyl]-3-(methylsulfonyloxy)phenyl methanesulfonate). The solvent is ClCCl (dichloromethane). Run at temperature 175 celsius, time 20 minute. Product: CS(=O)(=O)OC1=C(C=CC(=C1)OS(=O)(=O)C)CCOC1=CC=C(C=C2C(NC(S2)=O)=O)C=C1 (5-(4-[2-(2,4-dimethanesulfonyloxyphenyl)ethoxy]benzylidene)thiazolidine-2,4-dione). Yield: 69.2%. As a reaction SMILES: [CH3:1][S:2]([O:5][C:6]1[CH:11]=[CH:10][C:9]([CH2:12][CH2:13][O:14][C:15]2[CH:20]=[CH:19][C:18]([CH:21]=O)=[CH:17][CH:16]=2)=[C:8]([O:23][S:24]([CH3:27])(=[O:26])=[O:25])[CH:7]=1)(=[O:4])=[O:3].[S:28]1[CH2:32][C:31](=[O:33])[NH:30][C:29]1=[O:34].C([O-])(=O)C.[Na+]>ClCCl>[CH3:27][S:24]([O:23][C:8]1[CH:7]=[C:6]([O:5][S:2]([CH3:1])(=[O:3])=[O:4])[CH:11]=[CH:10][C:9]=1[CH2:12][CH2:13][O:14][C:15]1[CH:16]=[CH:17][C:18]([CH:21]=[C:32]2[S:28][C:29](=[O:34])[NH:30][C:31]2=[O:33])=[CH:19][CH:20]=1)(=[O:25])=[O:26] |f:2.3|. Procedure details: 0.887 g (2.14 mmole) 4-[2-(4-formylphenoxy)ethyl]-3-(methylsulfonyloxy)phenyl methanesulfonate was dissolved in 8 ml dichloromethane. 0.314 g (2.68 mmole) 2,4-thiazolidinedione and 0.439 g (5.35 mmole) sodium acetate were added and everything was mixed together. The solvent was evaporated in vacuo and the mixture was heated under vacuum to 175° C. and kept at this temperature for 20 minutes (the mixture melted at ca. 100° C.). After cooling the reaction mixture was stirred in water and acetone. ... Run in C(Cl)Cl (methylene chloride), C(Cl)Cl (methylene chloride). Yield: 87.5%. Reaction conditions: time 15 minute. Reaction SMILES: N1C=CC=CC=1.C1(N=C=NC2CCCCC2)CCCCC1.[CH3:22][C:23]1([CH3:38])[C@@H:25](/[CH:26]=[C:27](\[Br:34])/[C:28]([O:30][CH2:31][CH2:32][CH3:33])=[O:29])[C@H:24]1[C:35]([OH:37])=[O:36].[C:39]([C@@H:41](O)[C:42]1[CH:47]=[CH:46][CH:45]=[C:44]([O:48][C:49]2[CH:54]=[CH:53][CH:52]=[CH:51][CH:50]=2)[CH:43]=1)#[N:40]>C(Cl)Cl.CN(C)C1C=CN=CC=1>[CH3:38][C:23]1([CH3:22])[C@@H:25](/[CH:26]=[C:27](\[Br:34])/[C:28]([O:30][CH2:31][CH2:32][CH3:33])=[O:29])[C@H:24]1[C:35]([O:37][C@H:41]([C:39]#[N:40])[C:42]1[CH:47]=[CH:46][CH:45]=[C:44]([O:48][C:49]2[CH:50]=[CH:51][CH:52]=[CH:53][CH:54]=2)[CH:43]=1)=[O:36]. The reagents and catalysts are CN(C1=CC=NC=C1)C (4-dimethylamino-pyridine). Yields the product CC1([C@@H]([C@@H]1\C=C(\C(=O)OCCC)/Br)C(=O)O[C@@H](C1=CC(=CC=C1)OC1=CC=CC=C1)C#N)C ((S)α-cyano-3-phenoxy-benzyl (1R,cis) 2,2-dimethyl-3(Z)-[2-bromo-2-propoxycarbonyl-ethenyl]-cyclopropane-1-carboxylate). Procedure: 0.9 ml of pyridine and 2.1 g of dicyclohexylcarbodiimide were added to a solution of 2.9 g of the product of Step B in 40 ml of methylene chloride and the mixture was stirred for 15 minutes. A solution of 2.5 g of (S)α-cyano-3-phenoxy-benzyl alcohol in 15 ml of methylene chloride and then 25 mg of 4-dimethylamino-pyridine were added to the reaction mixture which was stirred for 2 hours and filtered. The filtrate was evaporated to dryness under reduced pressure and the residue was chromatographed... The reactants are C(#N)[C@H](C1=CC(=CC=C1)OC1=CC=CC=C1)O ((S)α-cyano-3-phenoxy-benzyl alcohol), N1=CC=CC=C1 (pyridine), C1(CCCCC1)N=C=NC1CCCCC1 (dicyclohexylcarbodiimide), CC1([C@@H]([C@@H]1\C=C(\C(=O)OCCC)/Br)C(=O)O)C ((1R,cis) 2,2-dimethyl-3(Z)-[2-bromo-2-propoxycarbonyl-ethenyl]-cyclopropane-1-carboxylic acid).